Task: describe an organic reaction: reactants, conditions, products, and yield. Dataset: the Open Reaction Database (ORD), a public repository of structured organic reaction records The reactants are C(=O)([O-])[O-].[Na+].[Na+] (Na2CO3), OC1CCN(CC1)C (4-hydroxy-N-methylpiperidine), C(CC1=CC=CC=C1)N1C(=NC(=C1)C1=CC=CC=C1)C=O (1-phenethyl-4-phenyl-imidazole-2-carbaldehyde). The product is CN1CCC(CC1)OC1C2=NC(=CN2CCC2=C1C=CC=C2)C2=CC=CC=C2 (4-(1-methylpiperidin-4-yloxy)-2-phenyl-9,10-dihydro-4H-3,10a-diaza-benzo[f]azulene). Conditions: time 8 hour. RXN SMILES: [OH:1][CH:2]1[CH2:7][CH2:6][N:5]([CH3:8])[CH2:4][CH2:3]1.[CH2:9]([N:17]1[CH:21]=[C:20]([C:22]2[CH:27]=[CH:26][CH:25]=[CH:24][CH:23]=2)[N:19]=[C:18]1[CH:28]=O)[CH2:10][C:11]1[CH:16]=[CH:15][CH:14]=[CH:13][CH:12]=1.C([O-])([O-])=O.[Na+].[Na+]>CS(O)(=O)=O.C(Cl)(Cl)Cl>[CH3:8][N:5]1[CH2:6][CH2:7][CH:2]([O:1][CH:28]2[C:12]3[CH:13]=[CH:14][CH:15]=[CH:16][C:11]=3[CH2:10][CH2:9][N:17]3[C:18]2=[N:19][C:20]([C:22]2[CH:27]=[CH:26][CH:25]=[CH:24][CH:23]=2)=[CH:21]3)[CH2:3][CH2:4]1 |f:2.3.4|. Procedure details: To a solution of 4-hydroxy-N-methylpiperidine (275 mg, 2.39 mmoles) in methanesulfonic acid (2 mL) at 0° C. is added a solution of 1-phenethyl-4-phenyl-imidazole-2-carbaldehyde (example 4B) (250 mg, 0.904 mmoles) in chloroform (2 mL). The reaction mixture is stirred at room temperature overnight, then heated to reflux for 6 h. A saturated solution of Na2CO3 is added to reach pH 10. The aqueous phase is extracted three times with CH2Cl2. The organic phase is dried over magnesium sulphate, filtere... Solvent: CS(=O)(=O)O (methanesulfonic acid), C(Cl)(Cl)Cl (chloroform). Reactants: C(C1=CC=CC=C1)N1CC2(CCC1)NC(C=1N2C(C(=CC1)NC1=NC=NC=C1)=O)=O (l′-benzyl-6-(pyrimidin-4-ylamino)-1H-spiro[imidazo[1,5-a]pyridine-3,3′-piperidine]-1,5(2H)-dione). The solvent is O1CCOCC1 (dioxane), Cl (hydrogenchloride), O1CCOCC1 (dioxane). Conditions: time 3 hour. Yields the product N1=CN=C(C=C1)NC1=CC=C2N(C1=O)C1(CNCCC1)NC2=O (6-(pyrimidin-4-ylamino)-1H-spiro[imidazo[1,5-a]pyridine-3,3′-piperidine]-1,5(2H)-dione). Reaction SMILES: C([N:8]1[CH2:13][CH2:12][CH2:11][C:10]2([N:17]3[C:18](=[O:29])[C:19]([NH:22][C:23]4[CH:28]=[CH:27][N:26]=[CH:25][N:24]=4)=[CH:20][CH:21]=[C:16]3[C:15](=[O:30])[NH:14]2)[CH2:9]1)C1C=CC=CC=1>O1CCOCC1.Cl>[N:26]1[CH:27]=[CH:28][C:23]([NH:22][C:19]2[C:18](=[O:29])[N:17]3[C:10]4([NH:14][C:15](=[O:30])[C:16]3=[CH:21][CH:20]=2)[CH2:11][CH2:12][CH2:13][NH:8][CH2:9]4)=[N:24][CH:25]=1. Procedure: To a stirred solution of l′-benzyl-6-(pyrimidin-4-ylamino)-1H-spiro[imidazo[1,5-a]pyridine-3,3′-piperidine]-1,5(2H)-dione (5, 0.12 g, 0.29 mmol) in dioxane (1 mL), 4 M hydrogenchloride in dioxane (2 mL) was added at 0° C. and the reaction mixture was stirred at room temperature for 3 h. The solvent was removed under reduced pressure and the residue was purified by repeated washing with pentane. Compound was dissolved in water and passed through strata column to obtain 6-(pyrimidin-4-ylamino)-1H-... Reactants: NC=1C(=NC(=C(N1)N)Cl)C(=O)N1C=NC=C1 (1-(3,5-diamino-6-chloropyrazinoyl)imidazole). The solvent is O1CCCC1 (tetrahydrofuran). The product is ClC1=CN=CC(=N1)C(=O)N (6-chloropyrazinecarboxamide). Reaction SMILES: N[C:2]1[C:3]([C:10]([N:12]2C=CN=C2)=[O:11])=[N:4][C:5]([Cl:9])=[C:6](N)[N:7]=1>O1CCCC1>[Cl:9][C:5]1[N:4]=[C:3]([C:10]([NH2:12])=[O:11])[CH:2]=[N:7][CH:6]=1. Reported procedure: U.S. Pat. No. 3,201,472 as an example of how to obtain this material) in 700 ml of tetrahydrofuran was added 88.6 g (0.372 mol) of 1-(3,5-diamino-6-chloropyrazinoyl)imidazole (see U.S. Pat. No. 4,029,816 as an example of how to obtain this material) in 10 portions over 1.5 hours. After 1 hour at ambient temperature the reaction mixture was filtered and concentrated to 300 ml. The solution was added dropwise to 1.4 liters of ether with vigorous stirring. The solid was filtered, washed with ether ... Starting materials: ClCCl (dichloromethane), Br.C1(=CC=CC=C1)[C@@H](C)N[C@H]1CC2=C(CCC1)C=CC(=C2)O (N-((R)-1-phenylethyl)-((6R)-3-hydroxy-6,7,8,9-tetrahydro-5H-benzocyclohepten-6-yl)amine-hydrobromide), BrCC(=O)OCC (ethyl bromoacetate), C([O-])([O-])=O.[K+].[K+] (potassium carbonate). Reagents/catalysts: [Cl-].C(CCC)[N+](CCCC)(CCCC)CCCC (tetrabutylammonium chloride). The solvent is O (water). Reaction conditions: temperature 5 celsius, time 1 hour. Product: Cl.C1(=CC=CC=C1)[C@@H](C)N[C@H]1CC2=C(CCC1)C=CC(=C2)OCC(=O)OCC (N-((R)-1-phenylethyl)-((6R)-3-ethoxycarbonylmethoxy-6,7,8,9-tetrahydro-5H-benzocyclohepten-6-yl)amine hydrochloride). Reaction SMILES: Br.[C:2]1([C@H:8]([NH:10][C@@H:11]2[CH2:17][CH2:16][CH2:15][C:14]3[CH:18]=[CH:19][C:20]([OH:22])=[CH:21][C:13]=3[CH2:12]2)[CH3:9])[CH:7]=[CH:6][CH:5]=[CH:4][CH:3]=1.Br[CH2:24][C:25]([O:27][CH2:28][CH3:29])=[O:26].C(=O)([O-])[O-].[K+].[K+].[Cl:36]CCl>[Cl-].C([N+](CCCC)(CCCC)CCCC)CCC.O>[ClH:36].[C:2]1([C@H:8]([NH:10][C@@H:11]2[CH2:17][CH2:16][CH2:15][C:14]3[CH:18]=[CH:19][C:20]([O:22][CH2:24][C:25]([O:27][CH2:28][CH3:29])=[O:26])=[CH:21][C:13]=3[CH2:12]2)[CH3:9])[CH:3]=[CH:4][CH:5]=[CH:6][CH:7]=1 |f:0.1,3.4.5,7.8,10.11|. Reported procedure: A mixture of N-((R)-1-phenylethyl)-((6R)-3-hydroxy-6,7,8,9-tetrahydro-5H-benzocyclohepten-6-yl)amine-hydrobromide (7.67 g), ethyl bromoacetate (3.8 ml), potassium carbonate (17.6 g), and tetrabutylammonium chloride (1.18 g) in a mixture of dichloromethane (80 ml) and water (40 ml) was refluxed for 9 hours. After separation, the organic layer was washed with water and brine, dried over anhydrous magnesium sulfate, and evaporated in vacuo. The residue was dissolved in ethyl acetate (90 ml). To the... Reactants: N1(CCCCC1)C1CCNCC1 (4-(piperidin-1-yl)piperidine), CS(=O)(=O)OCC[C@]1(CN(CC1)C(CC1=CC(=CC(=C1)C(F)(F)F)C(F)(F)F)=O)C1=CC(=C(C=C1)Cl)Cl.C(C)#N (acetonitrile (S)-3-(2-methanesulfonyloxyethyl)-3-(3,4-dichlorophenyl)-1-[[3,5-bis(trifluoromethyl)phenyl]acetyl]pyrrolidine). Yields the product ClC=1C=C(C=CC1Cl)[C@]1(CN(CC1)C(CC1=CC(=CC(=C1)C(F)(F)F)C(F)(F)F)=O)CCN1CCC(CC1)N1CCCCC1 ((S)-3-(3,4-dichlorophenyl)-1-[[3,5-bis(trifluoromethyl)phenyl]acetyl]-3-[2-[4-(piperidin-1-yl)piperidin-1-yl]ethyl]pyrrolidine). RXN SMILES: [N:1]1([CH:7]2[CH2:12][CH2:11][NH:10][CH2:9][CH2:8]2)[CH2:6][CH2:5][CH2:4][CH2:3][CH2:2]1.CS(O[CH2:18][CH2:19][C@:20]1([C:42]2[CH:47]=[CH:46][C:45]([Cl:48])=[C:44]([Cl:49])[CH:43]=2)[CH2:24][CH2:23][N:22]([C:25](=[O:41])[CH2:26][C:27]2[CH:32]=[C:31]([C:33]([F:36])([F:35])[F:34])[CH:30]=[C:29]([C:37]([F:40])([F:39])[F:38])[CH:28]=2)[CH2:21]1)(=O)=O.C(#N)C>>[Cl:49][C:44]1[CH:43]=[C:42]([C@:20]2([CH2:19][CH2:18][N:10]3[CH2:11][CH2:12][CH:7]([N:1]4[CH2:6][CH2:5][CH2:4][CH2:3][CH2:2]4)[CH2:8][CH2:9]3)[CH2:24][CH2:23][N:22]([C:25](=[O:41])[CH2:26][C:27]3[CH:32]=[C:31]([C:33]([F:34])([F:35])[F:36])[CH:30]=[C:29]([C:37]([F:40])([F:38])[F:39])[CH:28]=3)[CH2:21]2)[CH:47]=[CH:46][C:45]=1[Cl:48] |f:1.2|. Reported procedure: In 30 ml of acetonitrile (S)-3-(2-methanesulfonyloxyethyl)-3-(3,4-dichlorophenyl)-1-[[3,5-bis(trifluoromethyl)phenyl]acetyl]pyrrolidine (3.17 g), prepared essentially as described, supra, is mixed with an equimolar amount of 4-(piperidin-1-yl)piperidine. The reaction mixture is then heated to reflux and refluxed for about ten hours. The mixture is then concentrated under vacuum an the residue is taken up in methylene chloride and washed with a 3N solution of hydrochloric acid, followed by a wash... Reactants: NC(C(=O)OC)P(=O)(OC)OC (methyl amino(dimethoxyphosphoryl)acetate), C(C1=CC=CC=C1)(=O)Cl (benzoyl chloride). Solvent: ClCCl (dichloromethane). Run at time 4 hour. Product: C(C1=CC=CC=C1)(=O)NC(C(=O)OC)P(=O)(OC)OC (methyl benzoylamino(dimethoxyphosphoryl)acetate). Yield: 46.4%. As a reaction SMILES: [NH2:1][CH:2]([P:7]([O:11][CH3:12])([O:9][CH3:10])=[O:8])[C:3]([O:5][CH3:6])=[O:4].[C:13](Cl)(=[O:20])[C:14]1[CH:19]=[CH:18][CH:17]=[CH:16][CH:15]=1>ClCCl>[C:13]([NH:1][CH:2]([P:7]([O:11][CH3:12])([O:9][CH3:10])=[O:8])[C:3]([O:5][CH3:6])=[O:4])(=[O:20])[C:14]1[CH:19]=[CH:18][CH:17]=[CH:16][CH:15]=1. Reported procedure: A stirred solution of methyl amino(dimethoxyphosphoryl)acetate (6 g) in dichloromethane (50 mL) is treated with benzoyl chloride (5 g) and the mixture allowed to stand at room temperature for 4 hours. The reaction mixture is washed twice with saturated aqueous sodium bicarbonate solution (75 mL), brine (50 mL), dried over magnesium sulphate and evaporated. The residual pale yellow oil is dissolved in ether (5 mL) and pentane added to give methyl benzoylamino(dimethoxyphosphoryl)acetate (4.25 g) ... Reactants: CI (MeI), [H-].[Na+] (NaH), C(C)(C)(C)OC(=O)C1(CC2=CC=CC=C2CC1)NC(=O)OCC(C)C (2-isobutoxycarbonylamino-1,2,3,4-tetrahydro-naphthalene-2-carboxylic acid tert-butyl ester). Solvent: [NH4+].[Cl-] (NH4Cl), CN(C)C=O (DMF). Reaction conditions: time 6 hour. Yields the product C(C)(C)(C)OC(=O)C1(CC2=CC=CC=C2CC1)N(C)C(=O)OCC(C)C (2-(Isobutoxycarbonyl-methyl-amino)-1,2,3,4-tetrahydro-naphthalene-2-carboxylic acid tert-butyl ester). The yield is 83.6%. Reaction SMILES: [C:1]([O:5][C:6]([C:8]1([NH:18][C:19]([O:21][CH2:22][CH:23]([CH3:25])[CH3:24])=[O:20])[CH2:17][CH2:16][C:15]2[C:10](=[CH:11][CH:12]=[CH:13][CH:14]=2)[CH2:9]1)=[O:7])([CH3:4])([CH3:3])[CH3:2].[CH3:26]I.[H-].[Na+]>CN(C=O)C.[NH4+].[Cl-]>[C:1]([O:5][C:6]([C:8]1([N:18]([C:19]([O:21][CH2:22][CH:23]([CH3:25])[CH3:24])=[O:20])[CH3:26])[CH2:17][CH2:16][C:15]2[C:10](=[CH:11][CH:12]=[CH:13][CH:14]=2)[CH2:9]1)=[O:7])([CH3:4])([CH3:3])[CH3:2] |f:2.3,5.6|. Procedure: The carbamate from Example 33D (1.5 g, 4.3 mmol) was dissolved in DMF (4.0 mL) followed by addition of MeI (1.1 g, 8.0 mmol) and NaH (50%, 384 mg, 8.0 mmol) at 0° C. The mixture was stirred for 6 hours, diluted with aqueous NH4Cl and extracted with ethyl acetate(3×75 mL). The combined organic layers were dried with MgSO4, filtered, concentrated under reduced pressure to provide the titled compound (1.3 g, 83%).